Dataset: the Open Reaction Database (ORD), a public repository of structured organic reaction records. Task: describe an organic reaction: reactants, conditions, products, and yield Starting materials: BrC=1C=CC2=C(C=3N(CCO2)C=C(N3)C3=NC=NN3C(C)C)C1 (10-bromo-2-(1-isopropyl-1H-1,2,4-triazol-5-yl)-5,6-dihydrobenzo[f]imidazo[1,2-d][1,4]oxazepine), FC1=NC=CC=C1B(O)O (2-fluoropyridin-3-ylboronic acid), C(C)(=O)[O-].[K+] (potassium acetate), CN(C)C=O (DMF). Reagents/catalysts: C=1C=CC(=CC1)[P](C=2C=CC=CC2)(C=3C=CC=CC3)[Pd]([P](C=4C=CC=CC4)(C=5C=CC=CC5)C=6C=CC=CC6)([P](C=7C=CC=CC7)(C=8C=CC=CC8)C=9C=CC=CC9)[P](C=1C=CC=CC1)(C=1C=CC=CC1)C=1C=CC=CC1 (tetrakis(triphenylphosphine)palladium(0)). The solvent is O (water). Run at temperature 105 celsius. Product: FC1=NC=CC=C1C=1C=CC2=C(C=3N(CCO2)C=C(N3)C3=NC=NN3C(C)C)C1 (10-(2-fluoropyridin-3-yl)-2-(1-isopropyl-1H-1,2,4-triazol-5-yl)-5,6-dihydrobenzo[f]imidazo[1,2-d][1,4]oxazepine). Isolated yield 80.3%. As a reaction SMILES: Br[C:2]1[CH:3]=[CH:4][C:5]2[O:11][CH2:10][CH2:9][N:8]3[CH:12]=[C:13]([C:15]4[N:19]([CH:20]([CH3:22])[CH3:21])[N:18]=[CH:17][N:16]=4)[N:14]=[C:7]3[C:6]=2[CH:23]=1.[F:24][C:25]1[C:30](B(O)O)=[CH:29][CH:28]=[CH:27][N:26]=1.C([O-])(=O)C.[K+].CN(C=O)C>C1C=CC([P]([Pd]([P](C2C=CC=CC=2)(C2C=CC=CC=2)C2C=CC=CC=2)([P](C2C=CC=CC=2)(C2C=CC=CC=2)C2C=CC=CC=2)[P](C2C=CC=CC=2)(C2C=CC=CC=2)C2C=CC=CC=2)(C2C=CC=CC=2)C2C=CC=CC=2)=CC=1.O>[F:24][C:25]1[C:30]([C:2]2[CH:3]=[CH:4][C:5]3[O:11][CH2:10][CH2:9][N:8]4[CH:12]=[C:13]([C:15]5[N:19]([CH:20]([CH3:22])[CH3:21])[N:18]=[CH:17][N:16]=5)[N:14]=[C:7]4[C:6]=3[CH:23]=2)=[CH:29][CH:28]=[CH:27][N:26]=1 |f:2.3,^1:47,49,68,87|. Procedure: 10-bromo-2-(1-isopropyl-1H-1,2,4-triazol-5-yl)-5,6-dihydrobenzo[f]imidazo[1,2-d][1,4]oxazepine 187 (0.057 g, 0.15 mmol), 2-fluoropyridin-3-ylboronic acid (0.026 g, 0.183 mmol), potassium acetate (0.059 g, 0.609 mmol), and tetrakis(triphenylphosphine)palladium(0) (8.8 mg, 0.007 mmol), DMF (6 mL) and water (0.6 mL) were mixed. Nitrogen was bubbled through the reaction mixture for 5 minutes. The reaction mixture was allowed to stir and heat at 105° C. for 24 hours before cooling, diluting with EtOA... The reactants are C(#N)C1=CC=C(C=C1)C1N(C(N(C=2CCCC(C12)=O)C1=CC(=CC=C1)C(F)(F)F)=O)C(=O)NC1CCSCC1 (4-(4-cyanophenyl)-2,5-dioxo-N-(tetrahydro-2H-thiopyran-4-yl)-1-(3-(tri-fluoromethyl)phenyl)-1,2,5,6,7,8-hexahydroquinazoline-3(4H)-carboxamide), C(#N)C1=CC=C(C=C1)C1N(C(N(C=2CCCC(C12)=O)C1=CC(=CC=C1)C(F)(F)F)=O)C(=O)NC1CCSCC1 (4-(4-cyanophenyl)-2,5-dioxo-N-(tetrahydro-2H-thiopyran-4-yl)-1-(3-(tri-fluoromethyl)phenyl)-1,2,5,6,7,8-hexahydroquinazoline-3(4H)-carboxamide), OO (hydrogen peroxide), O=C1C(O)=C([O-])[C@H](O1)[C@@H](O)CO.[Na+] (sodium ascorbate), O (water). Reagents/catalysts: C[Re](=O)(=O)=O (Methyltrioxorhenium(VII)). The solvent is C(C)O (ethanol). Reaction conditions: temperature -78 celsius, time 30 minute. Product: C(#N)C1=CC=C(C=C1)C1N(C(N(C=2CCCC(C12)=O)C1=CC(=CC=C1)C(F)(F)F)=O)C(=O)NC1CCS(CC1)=O (4-(4-Cyanophenyl)-2,5-dioxo-N-(1-oxo-hexahydro-1λ4-thiopyran-4-yl)-1-(3-(trifluoromethyl)phenyl)-1,2,5,6,7,8-hexahydroquinazoline-3(4H)-carboxamide). Reaction SMILES: [C:1]([C:3]1[CH:8]=[CH:7][C:6]([CH:9]2[C:18]3[C:17](=[O:19])[CH2:16][CH2:15][CH2:14][C:13]=3[N:12]([C:20]3[CH:25]=[CH:24][CH:23]=[C:22]([C:26]([F:29])([F:28])[F:27])[CH:21]=3)[C:11](=[O:30])[N:10]2[C:31]([NH:33][CH:34]2[CH2:39][CH2:38][S:37][CH2:36][CH2:35]2)=[O:32])=[CH:5][CH:4]=1)#[N:2].OO.[O:42]=C1O[C@H]([C@H](CO)O)C([O-])=C1O.[Na+].O>C(O)C.C[Re](=O)(=O)=O>[C:1]([C:3]1[CH:4]=[CH:5][C:6]([CH:9]2[C:18]3[C:17](=[O:19])[CH2:16][CH2:15][CH2:14][C:13]=3[N:12]([C:20]3[CH:25]=[CH:24][CH:23]=[C:22]([C:26]([F:29])([F:28])[F:27])[CH:21]=3)[C:11](=[O:30])[N:10]2[C:31]([NH:33][CH:34]2[CH2:35][CH2:36][S:37](=[O:42])[CH2:38][CH2:39]2)=[O:32])=[CH:7][CH:8]=1)#[N:2] |f:2.3|. Reported procedure: A solution of 4-(4-cyanophenyl)-2,5-dioxo-N-(tetrahydro-2H-thiopyran-4-yl)-1-(3-(tri-fluoromethyl)phenyl)-1,2,5,6,7,8-hexahydroquinazoline-3(4H)-carboxamide (intermediate 60, 131 mg, 0.24 mmol) in ethanol (10 mL) is cooled at −78° C. with an acetone/dry ice bath. Aqueous hydrogen peroxide (1 M, 50 μL, 0.05 mmol) is added, and the mixture is stirred at −78° C. for 30 min. Methyltrioxorhenium(VII) (1 mg, 4 μmol) is added, and the mixture is stirred at −78° C. for 2 h. Aqueous sodium ascorbate (10%... The reactants are C(CCCO)O (1,4-Butanediol), C[Si](C)(C)Cl (trimethylsilyl chloride). The solvent is C[Si](C)(C)N[Si](C)(C)C (HMDS), C[Si](C)(C)N[Si](C)(C)C (HMDS), C[Si](C)(C)N[Si](C)(C)C (HMDS). Run at temperature 50 celsius. Product: [Si](C)(C)(C)OCCCCO[Si](C)(C)C ((CH3)3SiO(CH2)4OSi(CH3)3). As a reaction SMILES: [CH2:1]([OH:6])[CH2:2][CH2:3][CH2:4][OH:5].[CH3:7][Si:8](Cl)([CH3:10])[CH3:9]>C[Si](N[Si](C)(C)C)(C)C>[Si:8]([O:5][CH2:4][CH2:3][CH2:2][CH2:1][O:6][Si:8]([CH3:10])([CH3:9])[CH3:7])([CH3:10])([CH3:9])[CH3:7]. Reported procedure: 1,4-Butanediol (54 g, 0.60 mol) was placed in a 500 mL 3-necked RB flask and treated with 0.3 mL trimethylsilyl chloride. A portion of HMDS (ca. 20 mL) was added, and an exothermic reaction took place as the mixture became homogeneous. The remainder of the HMDS (120 mL, 0.66 mol total) was added at a controlled rate (ca. 3-5 mL/min), maintaining the reaction temperature at ca. 50° C. Heating was continued at 100° C. (3 h), and 150° C. (1.5 h). GC analysis (method 1) revealed excess HMDS and one ...